This data is from the Open Reaction Database (ORD), a public repository of structured organic reaction records. The task is: describe an organic reaction: reactants, conditions, products, and yield The reactants are CC(C)=O, CC(C)(C)[O-], CC(=O)O, Cc1ccccc1, [K+], O, COC(=O)c1ccco1. Product: CC(=O)CC(=O)c1ccco1. RXN SMILES: [CH3:10][C:11]([CH3:12])=[O:13].[CH3:14][C:15]([CH3:16])([O-:17])[CH3:18].[CH3:20][C:21](=[O:22])[OH:23].[CH3:24][c:25]1[cH:26][cH:27][cH:28][cH:29][cH:30]1.[K+:19].[OH2:31].[o:1]1[c:2]([C:6]([O:8][CH3:7])=[O:9])[cH:3][cH:4][cH:5]1>>[o:1]1[c:2]([C:6](=[O:8])[CH2:10][C:11]([CH3:12])=[O:13])[cH:3][cH:4][cH:5]1.